From a dataset of the Open Reaction Database (ORD), a public repository of structured organic reaction records. describe an organic reaction: reactants, conditions, products, and yield Reactants: N1=C(C=CC=C1)C1=NC2=CC=CC=C2C=C1 (2-pyridin-2-ylquinoline), C(=O)(OCC)C1=C(NC(=C(C1)C(=O)OCC)C)C (1,4-dihydro-3,5-dicarbethoxy-2,6-dimethylpyridine), C1(=CC=CC=C1)C1=NC2=CC=CC=C2C=C1 (2-phenylquinoline). The reagents and catalysts are P(=O)(OC1=CC=CC=C1)(OC1=CC=CC=C1)O (diphenyl hydrogen phosphate). Solvent: C1=CC=CC=C1 (benzene). Reaction conditions: temperature 60 celsius. Product: N1=C(C=CC=C1)C1NC2=CC=CC=C2CC1 (2-Pyridin-2-yl-1,2,3,4-tetrahydroquinoline). The yield is 94.0%. Reaction SMILES: [N:1]1[CH:6]=[CH:5][CH:4]=[CH:3][C:2]=1[C:7]1[CH:16]=[CH:15][C:14]2[C:9](=[CH:10][CH:11]=[CH:12][CH:13]=2)[N:8]=1.C(C1CC(C(OCC)=O)=C(C)NC=1C)(OCC)=O.C1(C2C=CC3C(=CC=CC=3)N=2)C=CC=CC=1>C1C=CC=CC=1.P(O)(OC1C=CC=CC=1)(OC1C=CC=CC=1)=O>[N:1]1[CH:6]=[CH:5][CH:4]=[CH:3][C:2]=1[CH:7]1[CH2:16][CH2:15][C:14]2[C:9](=[CH:10][CH:11]=[CH:12][CH:13]=2)[NH:8]1. Procedure details: A suspension of 2-pyridin-2-ylquinoline (0.767 g, 3.72 mmol), 1,4-dihydro-3,5-dicarbethoxy-2,6-dimethylpyridine (2.17 g, 8.55 mmol), and diphenyl hydrogen phosphate (0.0093 g, 0.037 mmol) in benzene (18.6 mL) was heated at 60° C. for 10 h. The reaction mixture was treated with 2-phenylquinoline (0.305 g, 1.49 mmol) and heated at 60° C. for 3 h. The reaction mixture was then concentrated to a crude solid. Purification by flash column chromatography (100% hexanes to 50% ethyl acetate/hexanes [the ... The product is N#CCCCCCCCCn1nnc(-c2ccccc2)c1-c1ccccc1. RXN SMILES: [Br:1][CH2:2][CH2:3][CH2:4][CH2:5][CH2:6][CH2:7][CH2:8][CH2:9][n:10]1[n:11][n:12][c:13](-[c:21]2[cH:22][cH:23][cH:24][cH:25][cH:26]2)[c:14]1-[c:15]1[cH:16][cH:17][cH:18][cH:19][cH:20]1.[Na:27][C:28]#[N:29]>>[CH2:2]([CH2:3][CH2:4][CH2:5][CH2:6][CH2:7][CH2:8][CH2:9][n:10]1[n:11][n:12][c:13](-[c:21]2[cH:22][cH:23][cH:24][cH:25][cH:26]2)[c:14]1-[c:15]1[cH:16][cH:17][cH:18][cH:19][cH:20]1)[C:28]#[N:29]. Starting materials: BrCCCCCCCCn1nnc(-c2ccccc2)c1-c1ccccc1, N#C[Na]. The reactants are COC(=O)c1cc(Br)cc([N+](=O)[O-])c1C, CCO, [Cl-], [NH4+]. The product is COC(=O)c1cc(Br)cc(N)c1C. As a reaction SMILES: [Br:1][c:2]1[cH:3][c:4]([N+:13]([O-:14])=[O:15])[c:5]([CH3:12])[c:6]([C:7](=[O:8])[O:9][CH3:10])[cH:11]1.[CH3:18][CH2:19][OH:20].[Cl-:16].[NH4+:17]>>[Br:1][c:2]1[cH:3][c:4]([NH2:13])[c:5]([CH3:12])[c:6]([C:7](=[O:8])[O:9][CH3:10])[cH:11]1. Starting materials: CC(=O)Cc1ccc(C(=O)O)cc1, O=S(Cl)Cl, c1ccccc1. The product is CC(=O)Cc1ccc(C(=O)Cl)cc1. RXN SMILES: [CH2:5]([C:6](=[O:7])[CH3:8])[c:9]1[cH:10][cH:11][c:12]([C:13](=[O:14])[OH:15])[cH:16][cH:17]1.[S:1]([Cl:2])([Cl:3])=[O:4].[cH:18]1[cH:19][cH:20][cH:21][cH:22][cH:23]1>>[Cl:3][C:13]([c:12]1[cH:11][cH:10][c:9]([CH2:5][C:6](=[O:7])[CH3:8])[cH:17][cH:16]1)=[O:14]. The reactants are ClCCl, CN(C)c1ccncc1, Cl, CCC1CO1, O=C1NC(=O)c2ccccc21. Reaction SMILES: [CH2:18]([Cl:19])[Cl:20].[CH3:21][N:22]([CH3:23])[c:24]1[cH:25][cH:26][n:27][cH:28][cH:29]1.[Cl:17].[O:12]1[CH:13]([CH2:14][CH3:15])[CH2:16]1.[O:1]=[C:2]1[NH:3][C:4](=[O:5])[c:6]2[cH:7][cH:8][cH:9][cH:10][c:11]21>>[O:1]=[C:2]1[N:3]([Cl:19])[C:4](=[O:5])[c:6]2[cH:7][cH:8][cH:9][cH:10][c:11]21. Product: O=C1c2ccccc2C(=O)N1Cl.